Dataset: the Open Reaction Database (ORD), a public repository of structured organic reaction records. Task: describe an organic reaction: reactants, conditions, products, and yield The reactants are C(C)(C)OC(C)C.CCCCCC (diisopropylether hexane), C(N)(=O)OC/C(=C/C(=O)OCC)/N (ethyl 4-carbamoyloxy-3-aminocrotonate), [N+](=O)([O-])C=1C=C(C=C(C(=O)OCCOCC)C(=O)C)C=CC1 (β-ethoxyethyl 2-(m-nitrobenzylidene)acetoacetate). Run in C(C)(C)O (isopropyl alcohol). Product: C(N)(=O)OCC=1NC(=C(C(C1C(=O)OCC)C1=CC(=CC=C1)[N+](=O)[O-])C(=O)OCCOCC)C (2-carbamoyloxymethyl-6-methyl-4-(m-nitrophenyl)-3-ethoxycarbonyl-5-(β-ethoxyethoxy)carbonyl-1,4-dihydropyridine). Isolated yield 50.3%. As a reaction SMILES: [C:1]([O:4][CH2:5]/[C:6](/[NH2:13])=[CH:7]/[C:8]([O:10][CH2:11][CH3:12])=[O:9])(=[O:3])[NH2:2].[N+:14]([C:17]1[CH:18]=[C:19]([CH:33]=[CH:34][CH:35]=1)[CH:20]=[C:21]([C:30]([CH3:32])=O)[C:22]([O:24][CH2:25][CH2:26][O:27][CH2:28][CH3:29])=[O:23])([O-:16])=[O:15].C(OC(C)C)(C)C.CCCCCC>C(O)(C)C>[C:1]([O:4][CH2:5][C:6]1[NH:13][C:30]([CH3:32])=[C:21]([C:22]([O:24][CH2:25][CH2:26][O:27][CH2:28][CH3:29])=[O:23])[CH:20]([C:19]2[CH:33]=[CH:34][CH:35]=[C:17]([N+:14]([O-:16])=[O:15])[CH:18]=2)[C:7]=1[C:8]([O:10][CH2:11][CH3:12])=[O:9])(=[O:3])[NH2:2] |f:2.3|. Procedure details: 9.4 g (50 millimoles) of ethyl 4-carbamoyloxy-3-aminocrotonate and 15.4 g (50 millimoles) of β-ethoxyethyl 2-(m-nitrobenzylidene)acetoacetate were dissolved in 200 ml of isopropyl alcohol and reacted at a temperature of from 60° to 70° C. for 18 hours. The reaction mixture was concentrated under reduced pressure. The residue was crystallized from diisopropylether-hexane, whereby 12 g (yield: 54%) of 2-carbamoyloxymethyl-6-methyl-4-(m-nitrophenyl)-3-ethoxycarbonyl-5-(β-ethoxyethoxy)carbonyl-1,4-d... The reactants are O=S(=O)(O)C1=NCCN1, Nc1ccc2ncn(CCO)c2c1Br. The product is OCCn1cnc2ccc(NC3=NCCN3)c(Br)c21. RXN SMILES: [NH:15]1[C:16]([S:20]([OH:21])(=[O:22])=[O:23])=[N:17][CH2:18][CH2:19]1.[OH:1][CH2:2][CH2:3][n:4]1[cH:5][n:6][c:7]2[c:8]1[c:9]([Br:14])[c:10]([NH2:13])[cH:11][cH:12]2>>[OH:1][CH2:2][CH2:3][n:4]1[cH:5][n:6][c:7]2[c:8]1[c:9]([Br:14])[c:10]([NH:13][C:16]1=[N:15][CH2:19][CH2:18][NH:17]1)[cH:11][cH:12]2.